describe an organic reaction: reactants, conditions, products, and yield From a dataset of the Open Reaction Database (ORD), a public repository of structured organic reaction records. Starting materials: ClC1=NC=C(C#N)C=C1 (6-chloronicotinonitrile), FC([C@@H](C)O)(F)F ((R)-1,1,1-trifluoropropan-2-ol), Amine-1. Product: FC([C@@H](C)OC1=NC=C(C#N)C=C1)(F)F ((R)-6-((1,1,1-trifluoropropan-2-yl)oxy)nicotinonitrile). The yield is 76.0%. RXN SMILES: Cl[C:2]1[CH:9]=[CH:8][C:5]([C:6]#[N:7])=[CH:4][N:3]=1.[F:10][C:11]([F:16])([F:15])[C@H:12]([OH:14])[CH3:13]>>[F:10][C:11]([F:16])([F:15])[C@H:12]([O:14][C:2]1[CH:9]=[CH:8][C:5]([C:6]#[N:7])=[CH:4][N:3]=1)[CH3:13]. Procedure: The title compound is prepared in 76% yield (592 mg, colorless oil) from 6-chloronicotinonitrile (500 mg, 3.61 mmol) and (R)-1,1,1-trifluoropropan-2-ol instead of 2,2,2-trifluoroethanol by the similar manner in Step-1 of Amine-1.